This data is from the Open Reaction Database (ORD), a public repository of structured organic reaction records. The task is: describe an organic reaction: reactants, conditions, products, and yield The reactants are CC(C)N1CCC(N)CC1, COCCOCCOCc1cc(C(=O)O)nn1Cc1cc(-c2ccc(Cl)s2)on1, ClCCl, Cl. Yields the product COCCOCCOCc1cc(C(=O)NC2CCN(C(C)C)CC2)nn1Cc1cc(-c2ccc(Cl)s2)on1. RXN SMILES: [CH:31]([CH3:32])([CH3:33])[N:34]1[CH2:35][CH2:36][CH:37]([NH2:40])[CH2:38][CH2:39]1.[Cl:1][c:2]1[cH:3][cH:4][c:5](-[c:7]2[cH:8][c:9]([CH2:12][n:13]3[n:14][c:15]([C:27](=[O:28])[OH:29])[cH:16][c:17]3[CH2:18][O:19][CH2:20][CH2:21][O:22][CH2:23][CH2:24][O:25][CH3:26])[n:10][o:11]2)[s:6]1.[Cl:41][CH2:42][Cl:43].[ClH:30]>>[Cl:1][c:2]1[cH:3][cH:4][c:5](-[c:7]2[cH:8][c:9]([CH2:12][n:13]3[n:14][c:15]([C:27](=[O:28])[NH:40][CH:37]4[CH2:36][CH2:35][N:34]([CH:31]([CH3:32])[CH3:33])[CH2:39][CH2:38]4)[cH:16][c:17]3[CH2:18][O:19][CH2:20][CH2:21][O:22][CH2:23][CH2:24][O:25][CH3:26])[n:10][o:11]2)[s:6]1.